From a dataset of the Open Reaction Database (ORD), a public repository of structured organic reaction records. describe an organic reaction: reactants, conditions, products, and yield RXN SMILES: [N:1]([CH2:4][CH2:5][CH:6]1[CH2:11][CH2:10][CH2:9][CH2:8][N:7]1[C:12]([O:14][C:15]([CH3:18])([CH3:17])[CH3:16])=[O:13])=[N+]=[N-]>[Pd].CO>[NH2:1][CH2:4][CH2:5][CH:6]1[CH2:11][CH2:10][CH2:9][CH2:8][N:7]1[C:12]([O:14][C:15]([CH3:18])([CH3:17])[CH3:16])=[O:13]. The reactants are N(=[N+]=[N-])CCC1N(CCCC1)C(=O)OC(C)(C)C (tert-butyl 2-(2-azidoethyl)-1-piperidinecarboxylate). The reagents and catalysts are [Pd] (palladium on carbon). Isolated yield 96.4%. Run at time 9 hour. Yields the product NCCC1N(CCCC1)C(=O)OC(C)(C)C (tert-Butyl 2-(2-aminoethyl)-1-piperidinecarboxylate). Reported procedure: A suspension of 43.0 g of tert-butyl 2-(2-azidoethyl)-1-piperidinecarboxylate and 2.15 g of 5% palladium on carbon in 215 ml of methanol was catalytically hydrogenated at room temperature for 9 hours. After the reaction, the catalyst was filtered off, and the filtrate was concentrated to give 37.2 g of a colorless liquid. Run in CO (methanol). Reactants: COC(=O)COc1ccc(SCc2cc(-c3ccc(C(F)(F)F)cc3)on2)c2c1CCCC2, COC(=O)COc1ccc(S)c2c1CCCC2. Product: O=C(O)COc1ccc(SCc2cc(-c3ccc(C(F)(F)F)cc3)on2)c2c1CCCC2. Reaction SMILES: [CH3:1][O:2][C:3]([CH2:4][O:5][c:6]1[cH:7][cH:8][c:9]([S:16][CH2:17][c:18]2[n:19][o:20][c:21](-[c:23]3[cH:24][cH:25][c:26]([C:29]([F:30])([F:31])[F:32])[cH:27][cH:28]3)[cH:22]2)[c:10]2[c:15]1[CH2:14][CH2:13][CH2:12][CH2:11]2)=[O:33].[CH3:34][O:35][C:36](=[O:37])[CH2:38][O:39][c:40]1[c:41]2[c:46]([c:47]([SH:48])[cH:49][cH:50]1)[CH2:45][CH2:44][CH2:43][CH2:42]2>>[O:2]=[C:3]([CH2:4][O:5][c:6]1[cH:7][cH:8][c:9]([S:16][CH2:17][c:18]2[n:19][o:20][c:21](-[c:23]3[cH:24][cH:25][c:26]([C:29]([F:30])([F:31])[F:32])[cH:27][cH:28]3)[cH:22]2)[c:10]2[c:15]1[CH2:14][CH2:13][CH2:12][CH2:11]2)[OH:33].